Dataset: the Open Reaction Database (ORD), a public repository of structured organic reaction records. Task: describe an organic reaction: reactants, conditions, products, and yield Reactants: CC(C)n1cnc2cc(N)ccc21, O=S(=O)(O)C1=NCCN1. Product: CC(C)n1cnc2cc(NC3=NCCN3)ccc21. Reaction SMILES: [CH:1]([CH3:2])([CH3:3])[n:4]1[cH:5][n:6][c:7]2[c:8]1[cH:9][cH:10][c:11]([NH2:13])[cH:12]2.[NH:14]1[C:15]([S:19]([OH:20])(=[O:21])=[O:22])=[N:16][CH2:17][CH2:18]1>>[CH:1]([CH3:2])([CH3:3])[n:4]1[cH:5][n:6][c:7]2[c:8]1[cH:9][cH:10][c:11]([NH:13][C:15]1=[N:14][CH2:18][CH2:17][NH:16]1)[cH:12]2. Reactants: BrC1=CC=C(C=C1)C1=C(C(=NO1)C)C(CC(C)(C1=CC=CC=C1)C)O (1-[5-(4-bromo-phenyl)-3-methyl-isoxazol-4-yl]-3-methyl-3-phenyl-butan-1-ol), C(C)OC(CC1(CC1)C1=CC=C(C=C1)B1OC(C(O1)(C)C)(C)C)=O ({1-[4-(4,4,5,5-tetramethyl-[1,3,2]dioxaborolan-2-yl)-phenyl]-cyclopropyl}-acetic acid ethyl ester). Product: C(C)OC(CC1(CC1)C1=CC=C(C=C1)C1=CC=C(C=C1)C1=C(C(=NO1)C)C(CC(C)(C1=CC=CC=C1)C)O)=O ((1-{4′-[4-(1-Hydroxy-3-methyl-3-phenyl-butyl)-3-methyl-isoxazol-5-yl]-biphenyl-4-yl}-cyclopropyl)-acetic acid ethyl ester). As a reaction SMILES: Br[C:2]1[CH:7]=[CH:6][C:5]([C:8]2[O:12][N:11]=[C:10]([CH3:13])[C:9]=2[CH:14]([OH:25])[CH2:15][C:16]([CH3:24])([C:18]2[CH:23]=[CH:22][CH:21]=[CH:20][CH:19]=2)[CH3:17])=[CH:4][CH:3]=1.[CH2:26]([O:28][C:29](=[O:49])[CH2:30][C:31]1([C:34]2[CH:39]=[CH:38][C:37](B3OC(C)(C)C(C)(C)O3)=[CH:36][CH:35]=2)[CH2:33][CH2:32]1)[CH3:27]>>[CH2:26]([O:28][C:29](=[O:49])[CH2:30][C:31]1([C:34]2[CH:35]=[CH:36][C:37]([C:2]3[CH:3]=[CH:4][C:5]([C:8]4[O:12][N:11]=[C:10]([CH3:13])[C:9]=4[CH:14]([OH:25])[CH2:15][C:16]([CH3:17])([C:18]4[CH:23]=[CH:22][CH:21]=[CH:20][CH:19]=4)[CH3:24])=[CH:6][CH:7]=3)=[CH:38][CH:39]=2)[CH2:32][CH2:33]1)[CH3:27]. Procedure details: Prepared according to the procedure described in Example 108, Step 2, using 1-[5-(4-bromo-phenyl)-3-methyl-isoxazol-4-yl]-3-methyl-3-phenyl-butan-1-ol and {1-[4-(4,4,5,5-tetramethyl-[1,3,2]dioxaborolan-2-yl)-phenyl]-cyclopropyl}-acetic acid ethyl ester. Reactants: NC1=NC(=C(C(=N1)N)C(CCCC1=CC=C(C(=O)OCC)C=C1)C(OC)OC)N (ethyl 4-[4-(2,4,6-triaminopyrimidin-5-yl)-5,5-dimethoxypentyl]benzoate), Cl (hydrochloric acid), aqueous solution, [OH-].[Na+] (sodium hydroxide). The solvent is O1CCCC1.O (tetrahydrofuran water). Conditions: temperature 40 celsius, time 8 hour. The product is NC1=NC(=C(C(=N1)N)C(CCCC1=CC=C(C(=O)O)C=C1)C(OC)OC)N (4-[4-(2,4,6-triaminopyrimidin-5-yl)-5,5-dimethoxypentyl]benzoic acid). Reaction SMILES: [NH2:1][C:2]1[N:7]=[C:6]([NH2:8])[C:5]([CH:9]([CH:24]([O:27][CH3:28])[O:25][CH3:26])[CH2:10][CH2:11][CH2:12][C:13]2[CH:23]=[CH:22][C:16]([C:17]([O:19]CC)=[O:18])=[CH:15][CH:14]=2)=[C:4]([NH2:29])[N:3]=1.[OH-].[Na+].Cl>O1CCCC1.O>[NH2:1][C:2]1[N:3]=[C:4]([NH2:29])[C:5]([CH:9]([CH:24]([O:27][CH3:28])[O:25][CH3:26])[CH2:10][CH2:11][CH2:12][C:13]2[CH:23]=[CH:22][C:16]([C:17]([OH:19])=[O:18])=[CH:15][CH:14]=2)=[C:6]([NH2:8])[N:7]=1 |f:1.2,4.5|. Reported procedure: The product of Example 13 (403 mg) was suspended in a mixed solution of tetrahydrofuran-water (5:1, 8.0 ml), 1N aqueous solution of sodium hydroxide (2.0 ml) was added thereto and the mixture was stirred at 40° C. overnight. After neutralizing the mixture by adding 1N hydrochloric acid (2.0 ml), solvent was removed by distillation under reduced pressure and the residue was dried to give crude 4-[4-(2,4,6-triaminopyrimidin-5-yl)-5,5-dimethoxypentyl]benzoic acid. The total amount of the crude prod... Reactants: COC1=CC(=C(C=C1)CC(=O)O)[N+](=O)[O-] ((4-methoxy-2-nitrophenyl)acetic acid). The solvent is C1CCOC1 (THF). Reaction conditions: time 8 hour. Yields the product COC1=CC(=C(C=C1)CCO)[N+](=O)[O-] (2-(4-methoxy-2-nitrophenyl)ethanol). Yield: 93.4%. RXN SMILES: [CH3:1][O:2][C:3]1[CH:8]=[CH:7][C:6]([CH2:9][C:10](O)=[O:11])=[C:5]([N+:13]([O-:15])=[O:14])[CH:4]=1>C1COCC1>[CH3:1][O:2][C:3]1[CH:8]=[CH:7][C:6]([CH2:9][CH2:10][OH:11])=[C:5]([N+:13]([O-:15])=[O:14])[CH:4]=1. Reported procedure: To a solution of (4-methoxy-2-nitrophenyl)acetic acid (400 mg; 1.9 mmol; 1 eq) in THF (10 mL) at 0° C. is added slowly under nitrogen borane-tetrahydrofuran complex (4.74 mL; 1 M; 4.7 mmol; 2.5 eq) and the reaction is stirred overnight at room temperature. No conversion is observed. The reaction mixture is heated at 70° C. for 2 h. The reaction is quenched by addition of water and the expected product is extracted with EtOAc. The organic phase is dried over MgSO4 and the solvent removed under re...